This data is from the Open Reaction Database (ORD), a public repository of structured organic reaction records. The task is: describe an organic reaction: reactants, conditions, products, and yield Reactants: N1(CCCCC1)CC=1C=C(OCC\C=C/N)C=CC1 (4-[3-(piperidinomethyl)phenoxy]-cis-butenylamine), NCCS (2-aminoethanethiol), [Na] (sodium), ClCC(=O)Cl (chloroacetyl chloride). Run in ClCCl (dichloromethane), C(C)O (ethanol). Run at time 3.5 hour. The product is N1(CCCCC1)CC=1C=C(OC\C=C/CNC(CSCCN)=O)C=CC1 (N-[4-[3-(piperidinomethyl)phenoxy]-cis-2-butenyl]-2-(2-aminoethylthio)acetamide). Yield: 84.9%. RXN SMILES: [N:1]1([CH2:7][C:8]2[CH:9]=[C:10]([CH:17]=[CH:18][CH:19]=2)[O:11][CH2:12][CH2:13]/[CH:14]=[CH:15]\[NH2:16])[CH2:6][CH2:5][CH2:4][CH2:3][CH2:2]1.Cl[CH2:21][C:22](Cl)=[O:23].[NH2:25][CH2:26][CH2:27][SH:28].[Na]>ClCCl.C(O)C>[N:1]1([CH2:7][C:8]2[CH:9]=[C:10]([CH:17]=[CH:18][CH:19]=2)[O:11][CH2:12]/[CH:13]=[CH:14]\[CH2:15][NH:16][C:22](=[O:23])[CH2:21][S:28][CH2:27][CH2:26][NH2:25])[CH2:6][CH2:5][CH2:4][CH2:3][CH2:2]1 |^1:28|. Procedure: There was dissolved 15.0 g (0.0577 mol) of 4-[3-(piperidinomethyl)phenoxy]-cis-butenylamine in 150 ml of dichloromethane and added dropwise 6.52 g (0.0577 mol) of chloroacetyl chloride under cooling with ice. After dropping, the mixture was stirred for 3.5 hours under cooling with ice and then the solvent was removed under reduced pressure. The residue was dissolved in 150 ml of ethanol and this solution was added to a solution which was prepared by adding 4.44 g (0.0577 mol) of 2-aminoethanethi... The reactants are CC(C)(C)OC(=O)NC(CCOS(C)(=O)=O)C(C)(C)O, CN1CCCC1=O, N#C[Na]. The product is CC(C)(C)OC(=O)NC1CCOC1(C)C. As a reaction SMILES: [C:1]([CH3:2])([CH3:3])([CH3:4])[O:5][C:6](=[O:7])[NH:8][CH:9]([CH2:10][CH2:11][O:12][S:13]([CH3:14])(=[O:15])=[O:16])[C:17]([CH3:18])([CH3:19])[OH:20].[CH3:24][N:25]1[CH2:26][CH2:27][CH2:28][C:29]1=[O:30].[Na:21][C:22]#[N:23]>>[C:1]([CH3:2])([CH3:3])([CH3:4])[O:5][C:6](=[O:7])[NH:8][CH:9]1[CH2:10][CH2:11][O:20][C:17]1([CH3:18])[CH3:19]. The reactants are CC1(C)Cc2ccc(N)cc2C(n2ccccc2=O)C1O, O=CO, c1ccncc1. The product is CC1(C)Cc2ccc(NC=O)cc2C(n2ccccc2=O)C1O. Reaction SMILES: [CH3:1][C:2]1([CH3:21])[CH2:3][c:4]2[cH:5][cH:6][c:7]([NH2:20])[cH:8][c:9]2[CH:10]([n:13]2[c:14](=[O:19])[cH:15][cH:16][cH:17][cH:18]2)[CH:11]1[OH:12].[CH:22](=[O:23])[OH:24].[cH:25]1[cH:26][cH:27][n:28][cH:29][cH:30]1>>[CH3:1][C:2]1([CH3:21])[CH2:3][c:4]2[cH:5][cH:6][c:7]([NH:20][CH:22]=[O:23])[cH:8][c:9]2[CH:10]([n:13]2[c:14](=[O:19])[cH:15][cH:16][cH:17][cH:18]2)[CH:11]1[OH:12].